This data is from the Open Reaction Database (ORD), a public repository of structured organic reaction records. The task is: describe an organic reaction: reactants, conditions, products, and yield The reactants are O(C1=CC=CC=C1)C1=CC=C(C=C1)O (4-phenoxyphenol), N1=CC=CC=C1 (pyridine), ClC(=O)OC1=CC=C(C=C1)[N+](=O)[O-] (4-nitrophenyl chloroformate). Run in C(Cl)Cl (methylene chloride). Run at time 8 hour. Product: O(C1=CC=CC=C1)C1=CC=C(C=C1)OC(OC1=CC=C(C=C1)[N+](=O)[O-])=O (Carbonic Acid (4-nitrophenyl)ester (4-phenoxy-phenyl)ester). Yield: 100.0%. Reaction SMILES: [O:1]([C:8]1[CH:13]=[CH:12][C:11]([OH:14])=[CH:10][CH:9]=1)[C:2]1[CH:7]=[CH:6][CH:5]=[CH:4][CH:3]=1.N1C=CC=CC=1.Cl[C:22]([O:24][C:25]1[CH:30]=[CH:29][C:28]([N+:31]([O-:33])=[O:32])=[CH:27][CH:26]=1)=[O:23]>C(Cl)Cl>[O:1]([C:8]1[CH:9]=[CH:10][C:11]([O:14][C:22](=[O:23])[O:24][C:25]2[CH:26]=[CH:27][C:28]([N+:31]([O-:33])=[O:32])=[CH:29][CH:30]=2)=[CH:12][CH:13]=1)[C:2]1[CH:7]=[CH:6][CH:5]=[CH:4][CH:3]=1. Procedure: A solution of 4-phenoxyphenol (50 g, 0.27 mol) and pyridine (22 mL, 0.27 mol) in 500 mL of methylene chloride was added under nitrogen dropwise over 1.5 hours to a solution of 4-nitrophenyl chloroformate (54 g, 0.27 mol) at room temperature. After the addition the reaction was stirred overnight at room temperature. The reaction was extracted two times with 1N HCl, multiple times with saturated Na2CO3, dried (MgSO4) and the solvent removed under reduced pressure to give 94.86 g of a light yellow ... Run in O1CCOCC1 (dioxane). RXN SMILES: [CH2:1]([N:3]1[C:7]2=[N:8][CH:9]=[C:10]([C:14]([O:16]CC)=O)[C:11]([NH:12][NH2:13])=[C:6]2[CH:5]=[N:4]1)[CH3:2].C(O[CH:22]=[N:23][C:24]#[N:25])C>O1CCOCC1>[CH2:1]([N:3]1[C:7]2[N:8]=[CH:9][C:10]3[C:14](=[O:16])[NH:25][C:24]4[N:12]([N:13]=[CH:22][N:23]=4)[C:11]=3[C:6]=2[CH:5]=[N:4]1)[CH3:2]. The product is C(C)N1N=CC2=C1N=CC=1C(NC=3N(C12)N=CN3)=O (8-Ethyl-4H-pyrazolo[4',3':5,6]pyrido[3,4-e][1,2,4]-triazolo[1,5-a]pyrimidin-5(8H)-one). Procedure details: 249 g. of 1-ethyl-4-hydrazino-1H-pyrazolo[3,4-b]-pyridine-5-carboxylic acid, ethyl ester (1 mol.) are refluxed in 1.5 liters of dry dioxane together with 98 g. of ethoxymethylene cyanamide for 12 hours. After cooling to room temperature, the precipitated 8-ethyl-4H-pyrazolo[4',3':5,6]pyrido[3,4-e][1,2,4]triazolo[1,5-a]-pyrimidin-5(8H)-one is filtered off and recrystallized from dimethylformanide, yield 135 g. (53%); m.p. 355°-356°. The reactants are C(C)N1N=CC=2C1=NC=C(C2NN)C(=O)OCC (1-ethyl-4-hydrazino-1H-pyrazolo[3,4-b]-pyridine-5-carboxylic acid, ethyl ester), C(C)OC=NC#N (ethoxymethylene cyanamide). Reactants: CCO, CC[O-], Cl, N#CCc1ccc(F)cc1, [Na+], CCOC(=O)c1ccccn1. Yields the product O=C(Cc1ccc(F)cc1)c1ccccn1. Reaction SMILES: [CH2:27]([OH:28])[CH3:29].[CH3:23][CH2:24][O-:25].[ClH:26].[F:1][c:2]1[cH:3][cH:4][c:5]([CH2:8][C:9]#[N:10])[cH:6][cH:7]1.[Na+:22].[c:11]1([C:17]([O:19][CH2:18][CH3:20])=[O:21])[cH:12][cH:13][cH:14][cH:15][n:16]1>>[F:1][c:2]1[cH:3][cH:4][c:5]([CH2:8][C:17]([c:11]2[cH:12][cH:13][cH:14][cH:15][n:16]2)=[O:19])[cH:6][cH:7]1. The reactants are C(C)C1=CC=C(C=C1)C1=CC=C(C=C1)NC1=CC=C(C=C1)C (4'-ethyl-N-(4-methylphenyl) -[1,1'-biphenyl]-4-amine), [N+](=O)([O-])C1=CC=CC=C1 (nitrobenzene), 4'-iodine 4'-methoxy-[1,1'-biphenyl], C([O-])([O-])=O.[K+].[K+] (potassium carbonate), ester. The reagents and catalysts are [Cu] (copper). Run in C1(=CC=CC=C1)C (toluene), C1CCCCC1 (cyclohexane). Run at temperature 210 celsius, time 11 hour. Product: C(C)C1=CC=C(C=C1)C1=CC=C(C=C1)N(C1=CC=C(C=C1)C)C1=CC=C(C=C1)C1=CC=C(C=C1)OC (4'-ethyl-N-(4'-methoxy-[1,1'-biphenyl]-4-yl)-N-(4-methylphenyl)-[1,1'-biphenyl]-4-amine). As a reaction SMILES: [CH2:1]([C:3]1[CH:8]=[CH:7][C:6]([C:9]2[CH:14]=[CH:13][C:12]([NH:15][C:16]3[CH:21]=[CH:20][C:19]([CH3:22])=[CH:18][CH:17]=3)=[CH:11][CH:10]=2)=[CH:5][CH:4]=1)[CH3:2].[N+]([C:26]1[CH:31]=[CH:30][CH:29]=[CH:28][CH:27]=1)([O-])=O.[C:32](=[O:35])([O-])[O-].[K+].[K+]>C1CCCCC1.C1(C)C=CC=CC=1.[Cu]>[CH2:1]([C:3]1[CH:4]=[CH:5][C:6]([C:9]2[CH:14]=[CH:13][C:12]([N:15]([C:29]3[CH:30]=[CH:31][C:26]([C:3]4[CH:8]=[CH:7][C:6]([O:35][CH3:32])=[CH:5][CH:4]=4)=[CH:27][CH:28]=3)[C:16]3[CH:21]=[CH:20][C:19]([CH3:22])=[CH:18][CH:17]=3)=[CH:11][CH:10]=2)=[CH:7][CH:8]=1)[CH3:2] |f:2.3.4|. Reported procedure: To 4.31 g (15.0 mmol) of the thus obtained 4'-ethyl-N-(4-methylphenyl) -[1,1'-biphenyl]-4-amine were added 60 ml of nitrobenzene, 5.58 g (18.0 mmol) of 4'-iodine-4'-methoxy-[1,1'-biphenyl], 4.15 g of potassium carbonate, and 0.48 g of copper powder. The mixture was placed in an ester pipe and azeotropically heated for dehydration, with stirring, at 210° C. for 11 hours as a nitrogen gas was caused to flow over the mixture. The reaction mixture was then cooled to room temperature and filtered thr... The reactants are CS(=O)(=O)O, CO, CC1(C)CN(C2CC3(C)C(CCC4C5CCC(C(=O)CCl)C5(C)CC(=O)C43)CC2O)CCO1, [K+], [Na+], [Na+], O=C([O-])[O-], O, N#C[S-]. Yields the product CC1(C)CN(C2CC3(C)C(CCC4C5CCC(C(=O)CSC#N)C5(C)CC(=O)C43)CC2O)CCO1. RXN SMILES: [CH3:34][S:35](=[O:36])(=[O:37])[OH:38].[CH3:49][OH:50].[Cl:1][CH2:2][C:3]([CH:4]1[CH2:5][CH2:6][CH:7]2[CH:8]3[CH2:9][CH2:10][CH:11]4[CH2:12][CH:13]([OH:32])[CH:14]([N:24]5[CH2:25][C:26]([CH3:30])([CH3:31])[O:27][CH2:28][CH2:29]5)[CH2:15][C:16]4([CH3:17])[CH:18]3[C:19](=[O:23])[CH2:20][C:21]12[CH3:22])=[O:33].[K+:39].[Na+:43].[Na+:44].[O-:45][C:46](=[O:47])[O-:48].[OH2:51].[S-:40][C:41]#[N:42]>>[CH2:2]([C:3]([CH:4]1[CH2:5][CH2:6][CH:7]2[CH:8]3[CH2:9][CH2:10][CH:11]4[CH2:12][CH:13]([OH:32])[CH:14]([N:24]5[CH2:25][C:26]([CH3:30])([CH3:31])[O:27][CH2:28][CH2:29]5)[CH2:15][C:16]4([CH3:17])[CH:18]3[C:19](=[O:23])[CH2:20][C:21]12[CH3:22])=[O:33])[S:40][C:41]#[N:42]. Starting materials: [Cl-].C(C(=O)C)[P+](C1=CC=CC=C1)(C1=CC=CC=C1)C1=CC=CC=C1 (acetonyltriphenylphosphonium chloride), potassium tert.-butylate, ClC1=CC=CC2=C1C(N(CC=1N2C=NC1C=O)C)=O (7-chloro-5,6-dihydro-5-methyl-6-oxo-4H-imidazo[1,5-a][1,4]benzodiazepine-3-carboxaldehyde). Run in O1CCCC1 (tetrahydrofuran). Conditions: time 30 minute. The product is ClC1=CC=CC2=C1C(N(CC=1N2C=NC1\C=C\C(C)=O)C)=O (7-chloro-4,5-dihydro-3-[(E)-3-oxo-1-butenyl]-5-methyl-6H-imidazo[1,5-a][1,4]benzodiazepin-6-one). RXN SMILES: [Cl-].[CH2:2]([P+](C1C=CC=CC=1)(C1C=CC=CC=1)C1C=CC=CC=1)[C:3]([CH3:5])=[O:4].[Cl:25][C:26]1[C:31]2[C:32](=[O:43])[N:33]([CH3:42])[CH2:34][C:35]3[N:36]([CH:37]=[N:38][C:39]=3[CH:40]=O)[C:30]=2[CH:29]=[CH:28][CH:27]=1>O1CCCC1>[Cl:25][C:26]1[C:31]2[C:32](=[O:43])[N:33]([CH3:42])[CH2:34][C:35]3[N:36]([CH:37]=[N:38][C:39]=3/[CH:40]=[CH:2]/[C:3](=[O:4])[CH3:5])[C:30]=2[CH:29]=[CH:28][CH:27]=1 |f:0.1|. Procedure details: 10.3 g (29 mmol) of acetonyltriphenylphosphonium chloride are suspended in 100 ml of tetrahydrofuran under argon. 3.3 g (29.4 mmol) of potassium tert.-butylate was added thereto and the mixture was thereafter stirred at room temperature for a further 30 minutes. After cooling to 10° 4.0 g (14.5 mmol) of 7-chloro-5,6-dihydro-5-methyl-6-oxo-4H-imidazo[1,5-a][1,4]benzodiazepine-3-carboxaldehyde was added thereto and the mixture was stirred at 20° for 1 hour and under reflux for 6 hours. The reactio... Product: CN1CCC(C(O)c2ccccc2)CC1. Starting materials: [BH4-], CO, CN1CCC(C(=O)c2ccccc2)CC1, [Na+]. Reaction SMILES: [BH4-:16].[CH3:18][OH:19].[CH3:1][N:2]1[CH2:3][CH2:4][CH:5]([C:8](=[O:9])[c:10]2[cH:11][cH:12][cH:13][cH:14][cH:15]2)[CH2:6][CH2:7]1.[Na+:17]>>[CH3:1][N:2]1[CH2:3][CH2:4][CH:5]([CH:8]([OH:9])[c:10]2[cH:11][cH:12][cH:13][cH:14][cH:15]2)[CH2:6][CH2:7]1. The reactants are CS(=O)(=O)OCCOC1=C(C=CC=C1)OCCCC (2-[2-(but-1-yloxy)phenoxy]ethyl methanesulfonate), ClC=1C=C2C(=CNC2=CC1)CC(C)(C)N ([2-(5-chloro-1H-indol-3-yl)-1,1-dimethylethyl]amine), N1C=C(C2=CC=CC=C12)C(CN)(C)C ([2-(1H-indol-3-yl)-2-methylprop-1-yl]amine). The product is Cl.N1C=C(C2=CC=CC=C12)CC(C)(C)NCCOC1=C(C=CC=C1)OCCCC ([2-(1H-indol-3-yl)-1,1-dimethylethyl]{2-[2-(but-1-yloxy)phenoxy]ethyl}amine hydrochloride). RXN SMILES: CS(O[CH2:6][CH2:7][O:8][C:9]1[CH:14]=[CH:13][CH:12]=[CH:11][C:10]=1[O:15][CH2:16][CH2:17][CH2:18][CH3:19])(=O)=O.[Cl:20][C:21]1[CH:22]=[C:23]2[C:27](=[CH:28][CH:29]=1)[NH:26][CH:25]=[C:24]2[CH2:30][C:31]([NH2:34])([CH3:33])[CH3:32].N1C2C(=CC=CC=2)C(C(C)(C)CN)=C1>>[ClH:20].[NH:26]1[C:27]2[C:23](=[CH:22][CH:21]=[CH:29][CH:28]=2)[C:24]([CH2:30][C:31]([NH:34][CH2:6][CH2:7][O:8][C:9]2[CH:14]=[CH:13][CH:12]=[CH:11][C:10]=2[O:15][CH2:16][CH2:17][CH2:18][CH3:19])([CH3:32])[CH3:33])=[CH:25]1 |f:3.4|. Procedure details: Proceeding as in Example 3, but replacing 2-[2-(cyclopropylmethyloxy)phenoxy]ethyl methanesulfonate with 2-[2-(but-1-yloxy)phenoxy]ethyl methanesulfonate and [2-(5-chloro-1H-indol-3-yl)-1,1-dimethylethyl]amine with [2-(1H-indol-3-yl)-2-methylprop-1-yl]amine, gave [2-(1H-indol-3-yl)-1,1-dimethylethyl]{2-[2-(but-1-yloxy)phenoxy]ethyl}amine hydrochloride, m.p. 150°-152° C. Starting materials: COC=1C=C2C(=CC=NC2=CC1OCC1OC1)OC1=C(C=C(C=C1)C)C(=O)C1=CC=CC=C1 ((2-{[6-Methoxy-7-(2-oxiranylmethoxy)-4-quinolyl]oxy}-5-methylphenyl)(phenyl)methanone), N1CCOCC1 (morpholine), O (water). Solvent: CN(C=O)C (N,N-dimethylformamide). Conditions: temperature 80 celsius, time 8 hour. Product: OC(COC1=C(C=C2C(=CC=NC2=C1)OC1=C(C=C(C=C1)C)C(=O)C1=CC=CC=C1)OC)CN1CCOCC1 ((2-{[7-(2-Hydroxy-3-morpholinopropoxy)-6-methoxy-4-quinolyl]oxy}-5-methylphenyl)(phenyl)methanone). The yield is 69.3%. Reaction SMILES: [CH3:1][O:2][C:3]1[CH:4]=[C:5]2[C:10](=[CH:11][C:12]=1[O:13][CH2:14][CH:15]1[CH2:17][O:16]1)[N:9]=[CH:8][CH:7]=[C:6]2[O:18][C:19]1[CH:24]=[CH:23][C:22]([CH3:25])=[CH:21][C:20]=1[C:26]([C:28]1[CH:33]=[CH:32][CH:31]=[CH:30][CH:29]=1)=[O:27].[NH:34]1[CH2:39][CH2:38][O:37][CH2:36][CH2:35]1.O>CN(C)C=O>[OH:16][CH:15]([CH2:17][N:34]1[CH2:39][CH2:38][O:37][CH2:36][CH2:35]1)[CH2:14][O:13][C:12]1[CH:11]=[C:10]2[C:5]([C:6]([O:18][C:19]3[CH:24]=[CH:23][C:22]([CH3:25])=[CH:21][C:20]=3[C:26]([C:28]3[CH:29]=[CH:30][CH:31]=[CH:32][CH:33]=3)=[O:27])=[CH:7][CH:8]=[N:9]2)=[CH:4][C:3]=1[O:2][CH3:1]. Procedure: (2-{[6-Methoxy-7-(2-oxiranylmethoxy)-4-quinolyl]oxy}-5-methylphenyl)(phenyl)methanone (41 mg) and morpholine (53 mg) were suspended in N,N-dimethylformamide (4 ml), and the suspension was stirred at 80° C. overnight. The reaction solution was cooled to room temperature, water was then added to the reaction solution, and the mixture was extracted with ethyl acetate. The ethyl acetate layer was then washed with water and saturated brine and was dried over anhydrous sodium sulfate. The solvent was ... The reactants are C([O-])([O-])=O.[Cs+].[Cs+] (cesium carbonate), COC(CCC1=NC=CC=C1O)=O (3-(3-hydroxy-2-pyridyl)-propionic acid methyl ester), BrCCCC/C=C/C1=CC=C(C=C1)OC ((1E)-6-bromo-1-(4-methoxyphenyl)-1-hexene). Solvent: CN(C=O)C (dimethylformamide). Run at time 20 hour. Product: COC(CCC1=NC=CC=C1OCCCC\C=C\C1=CC=C(C=C1)OC)=O (3-{3-[6-(4-methoxyphenyl)-(5E)-5-hexenyloxy]-2-pyridyl}-propionic acid methyl ester). The yield is 45.8%. As a reaction SMILES: C(=O)([O-])[O-].[Cs+].[Cs+].[CH3:7][O:8][C:9](=[O:19])[CH2:10][CH2:11][C:12]1[C:17]([OH:18])=[CH:16][CH:15]=[CH:14][N:13]=1.Br[CH2:21][CH2:22][CH2:23][CH2:24]/[CH:25]=[CH:26]/[C:27]1[CH:32]=[CH:31][C:30]([O:33][CH3:34])=[CH:29][CH:28]=1>CN(C)C=O>[CH3:7][O:8][C:9](=[O:19])[CH2:10][CH2:11][C:12]1[C:17]([O:18][CH2:21][CH2:22][CH2:23][CH2:24]/[CH:25]=[CH:26]/[C:27]2[CH:28]=[CH:29][C:30]([O:33][CH3:34])=[CH:31][CH:32]=2)=[CH:16][CH:15]=[CH:14][N:13]=1 |f:0.1.2|. Procedure details: 1.02 g of cesium carbonate is added to a solution of 300 mg of 3-(3-hydroxy-2-pyridyl)-propionic acid methyl ester and 450 mg of (1E)-6-bromo-1-(4-methoxyphenyl)-1-hexene in 6 ml of dimethylformamide, and the suspension is stirred under argon atmosphere for 20 hours at room temperature. The reaction mixture is filtered, the filter residue is washed with dichloromethane and the filtrate is concentrated by evaporation. The residue is added to water, shaken out with ethyl acetate, the organic phase...